From a dataset of the Open Reaction Database (ORD), a public repository of structured organic reaction records. describe an organic reaction: reactants, conditions, products, and yield Starting materials: CNN, CO, Nc1cc(Cl)nc(N)n1. Product: CN(N)c1cc(N)nc(N)n1. Reaction SMILES: [CH3:10][NH:11][NH2:12].[CH3:13][OH:14].[Cl:1][c:2]1[cH:3][c:4]([NH2:9])[n:5][c:6]([NH2:8])[n:7]1>>[c:2]1([N:11]([CH3:10])[NH2:12])[cH:3][c:4]([NH2:9])[n:5][c:6]([NH2:8])[n:7]1. The reactants are BrC=1C(CC2(C1C1=CC=C(C(=C1CC2)Br)OCOC)CCCC)=O (1,6-dibromo-3a-butyl-7-(methoxymethoxy)-3,3a,4,5-tetrahydro-2H-cyclopenta[a]naphthalen-2-one), [Cl-].[Li+] (lithium chloride), C1(=CC=CC=C1)P(C1=CC=CC=C1)C1=CC=CC=C1 (triphenylphosphine), CN(C=O)C (N,N-dimethylformamide), C[Sn](C)(C)C (tetramethyltin). Reagents/catalysts: Cl[Pd]([P](C1=CC=CC=C1)(C2=CC=CC=C2)C3=CC=CC=C3)([P](C4=CC=CC=C4)(C5=CC=CC=C5)C6=CC=CC=C6)Cl (dichlorobis(triphenylphosphine)palladium(II)). Conditions: temperature 100 celsius. Product: COCOC1C(C(=C2C1CCC1=C(C=CC=C21)C)C)=O (methoxymethoxy-1,6-dimethyl-3,3a,4,5-tetrahydro-2H-cyclopenta[a]naphthalen-2-one). Reaction SMILES: Br[C:2]1[C:3](=O)C[C:5]2([CH2:20]CCC)[CH2:14][CH2:13][C:12]3[C:7](=CC=[C:10]([O:16][CH2:17][O:18][CH3:19])[C:11]=3Br)[C:6]=12.[Cl-].[Li+].[C:27]1(P(C2C=CC=CC=2)C2C=CC=CC=2)[CH:32]=CC=C[CH:28]=1.C[Sn](C)(C)C.CN(C)[CH:53]=[O:54]>Cl[Pd](Cl)([P](C1C=CC=CC=1)(C1C=CC=CC=1)C1C=CC=CC=1)[P](C1C=CC=CC=1)(C1C=CC=CC=1)C1C=CC=CC=1>[CH3:19][O:18][CH2:17][O:16][CH:10]1[CH:11]2[CH2:12][CH2:7][C:6]3[C:2]([C:28]2=[C:27]([CH3:32])[C:53]1=[O:54])=[CH:3][CH:13]=[CH:14][C:5]=3[CH3:20] |f:1.2,^1:58,77|. Procedure: A mixture of 1,6-dibromo-3a-butyl-7-(methoxymethoxy)-3,3a,4,5-tetrahydro-2H-cyclopenta[a]naphthalen-2-one (139 mg, 0.30 mmol), dichlorobis(triphenylphosphine)palladium(II) (23 mg, 0.03 mmol), lithium chloride (25 mg, 0.60 mmol), triphenylphosphine (16 mg, 0.06 mmol), and anhydrous N,N-dimethylformamide (DMF, 0.6 mL) was purged with N2 and treated with tetramethyltin (0.416 mL, 3.0 mmol). The mixture was stirred under a N2 atmosphere and heated at 100° C. for 22 hours. After cooling, the mixture ...